Dataset: the Open Reaction Database (ORD), a public repository of structured organic reaction records. Task: describe an organic reaction: reactants, conditions, products, and yield Reactants: COC([C@H]1N(CCC1)C)=O (N-methyl proline methyl ester), C(C)(C)NC(C)C (Diisopropylamine), N-(1-methylethylidine)cyclohexanamine, C(CCC)[Li] (n-butyllithium). Solvent: C1CCOC1 (THF). Run at temperature 0 celsius, time 20 minute. The product is C1(CCCCC1)NC(=CC(=O)C1CCCN1C)C (3-(Cyclohexylamino)-1-(1-methyl-5-pyrrolidinyl)-2-butene-1-one). Yield: 99.8%. RXN SMILES: [CH:1]([NH:4][CH:5]([CH3:7])[CH3:6])([CH3:3])[CH3:2].[CH2:8]([Li])[CH2:9][CH2:10]C.CO[C:15](=[O:22])[C@@H:16]1[CH2:20][CH2:19][CH2:18][N:17]1[CH3:21]>C1COCC1>[CH:1]1([NH:4][C:5]([CH3:7])=[CH:6][C:15]([CH:16]2[N:17]([CH3:21])[CH2:18][CH2:19][CH2:20]2)=[O:22])[CH2:3][CH2:10][CH2:9][CH2:8][CH2:2]1. Procedure: Diisopropylamine (2.12 g, 21 mmol) and THF (35 mL) were added to a three-necked flask, which was flushed with N2. The solution was stirred with ice cooling, and n-butyllithium (1.6M in hexane, 12.5 mL, 20 mmol) was added dropwise over 20 min. To the resulting solution was added N-(1-methylethylidine)cyclohexanamine (prepared via the procedure of J. Org. Chem., 19:1054, 1954), over a 15 min period while maintaining the temperature at 0°±2° C., and the resulting solution was stirred at 0° C. for 2... Reactants: CCNC(=O)c1noc(-c2cc(Cl)ccc2OCc2ccccc2)c1-c1ccc(CN2CCOCC2)cc1, ClCCl. The product is CCNC(=O)c1noc(-c2cc(Cl)ccc2O)c1-c1ccc(CN2CCOCC2)cc1. As a reaction SMILES: [CH2:1]([c:2]1[cH:3][cH:4][cH:5][cH:6][cH:7]1)[O:8][c:9]1[c:10](-[c:16]2[c:17](-[c:26]3[cH:27][cH:28][c:29]([CH2:32][N:33]4[CH2:34][CH2:35][O:36][CH2:37][CH2:38]4)[cH:30][cH:31]3)[c:18]([C:21](=[O:22])[NH:23][CH2:24][CH3:25])[n:19][o:20]2)[cH:11][c:12]([Cl:15])[cH:13][cH:14]1.[Cl:39][CH2:40][Cl:41]>>[OH:8][c:9]1[c:10](-[c:16]2[c:17](-[c:26]3[cH:27][cH:28][c:29]([CH2:32][N:33]4[CH2:34][CH2:35][O:36][CH2:37][CH2:38]4)[cH:30][cH:31]3)[c:18]([C:21](=[O:22])[NH:23][CH2:24][CH3:25])[n:19][o:20]2)[cH:11][c:12]([Cl:15])[cH:13][cH:14]1.